From a dataset of the Open Reaction Database (ORD), a public repository of structured organic reaction records. describe an organic reaction: reactants, conditions, products, and yield The reactants are C(C1=CC=CC=C1)(=O)N (benzamide), CS(=O)(=O)O (methanesulfonic acid). The solvent is C(C)O (ethanol). The product is CS(=O)(=O)O.C(C1=CC=CC=C1)(=O)N (benzamide methanesulfonate), C(C1=CC=CC=C1)(=O)N (benzamide). As a reaction SMILES: [C:1]([NH2:9])(=[O:8])[C:2]1[CH:7]=[CH:6][CH:5]=[CH:4][CH:3]=1.[CH3:10][S:11]([OH:14])(=[O:13])=[O:12]>C(O)C>[CH3:10][S:11]([OH:14])(=[O:13])=[O:12].[C:1]([NH2:9])(=[O:8])[C:2]1[CH:7]=[CH:6][CH:5]=[CH:4][CH:3]=1.[C:1]([NH2:9])(=[O:8])[C:2]1[CH:7]=[CH:6][CH:5]=[CH:4][CH:3]=1 |f:3.4|. Procedure: The starting material, 4-(4-methylpiperazin-1-ylmethyl)-N-[4-methyl -3-(4-pyridin-3-yl)pyrimid-in-2-ylamino)phenyl]benzamide methanesulfonate is prepared as follows: 98.6 g (0.2 mol) free 4-(4-methylpiperazin-1-ylmethyl)-N-[4-methyl-3-(4-pyridin-3-yl)pyrimidin-2-ylamino)phenyl]benzamide (for preparation see, for example, EP-A-0 564 409) is added to 1.4 l ethanol. To this beige suspension, 19.2 g (0.2 mol) methanesulfonic acid is added dropwise over a period of 20 minutes. The solution is heated ... Reported procedure: 106 mg (74%) of target compound was obtained by using a method same as in Example 1 by using 3-(1,5-diphenyl-1H-pyrazol-3-yl)propanal (80 mg, 0.289 mmol), 1-(4-chlorophenyl)piperazine (78 mg, 0.289 mmol), DIPEA (76 mL, 0.434 mmol) and NaBH(OAc)3 (184 mg, 0.868 mmol). As a reaction SMILES: [C:1]1([N:7]2[C:11]([C:12]3[CH:17]=[CH:16][CH:15]=[CH:14][CH:13]=3)=[CH:10][C:9]([CH2:18][CH2:19][CH:20]=O)=[N:8]2)[CH:6]=[CH:5][CH:4]=[CH:3][CH:2]=1.[Cl:22][C:23]1[CH:28]=[CH:27][C:26]([N:29]2[CH2:34][CH2:33][NH:32][CH2:31][CH2:30]2)=[CH:25][CH:24]=1.CCN(C(C)C)C(C)C.[BH-](OC(C)=O)(OC(C)=O)OC(C)=O.[Na+]>>[Cl:22][C:23]1[CH:24]=[CH:25][C:26]([N:29]2[CH2:34][CH2:33][N:32]([CH2:20][CH2:19][CH2:18][C:9]3[CH:10]=[C:11]([C:12]4[CH:17]=[CH:16][CH:15]=[CH:14][CH:13]=4)[N:7]([C:1]4[CH:6]=[CH:5][CH:4]=[CH:3][CH:2]=4)[N:8]=3)[CH2:31][CH2:30]2)=[CH:27][CH:28]=1 |f:3.4|. Starting materials: C1(=CC=CC=C1)N1N=C(C=C1C1=CC=CC=C1)CCC=O (3-(1,5-diphenyl-1H-pyrazol-3-yl)propanal), [BH-](OC(=O)C)(OC(=O)C)OC(=O)C.[Na+] (NaBH(OAc)3), ClC1=CC=C(C=C1)N1CCNCC1 (1-(4-chlorophenyl)piperazine), CCN(C(C)C)C(C)C (DIPEA). Yields the product ClC1=CC=C(C=C1)N1CCN(CC1)CCCC1=NN(C(=C1)C1=CC=CC=C1)C1=CC=CC=C1 (1-(4-chlorophenyl)-4-(3-(1,5-diphenyl-1H-pyrazol-3-yl)propyl)piperazine).